From a dataset of the Open Reaction Database (ORD), a public repository of structured organic reaction records. describe an organic reaction: reactants, conditions, products, and yield Reactants: CCO, [H][H], O=[N+]([O-])c1ccc2c(c1)CCCN2CCCN1CCCC1, C1CCOC1. Yields the product Nc1ccc2c(c1)CCCN2CCCN1CCCC1. Reaction SMILES: [CH3:24][CH2:25][OH:26].[H:22][H:23].[N+:1]([O-:2])(=[O:3])[c:4]1[cH:5][c:6]2[c:11]([cH:12][cH:13]1)[N:10]([CH2:14][CH2:15][CH2:16][N:17]1[CH2:18][CH2:19][CH2:20][CH2:21]1)[CH2:9][CH2:8][CH2:7]2.[O:27]1[CH2:28][CH2:29][CH2:30][CH2:31]1>>[NH2:1][c:4]1[cH:5][c:6]2[c:11]([cH:12][cH:13]1)[N:10]([CH2:14][CH2:15][CH2:16][N:17]1[CH2:18][CH2:19][CH2:20][CH2:21]1)[CH2:9][CH2:8][CH2:7]2. The reactants are FC1=C(C=CC(=C1)I)NC1=C(C(=O)O)C=CN=C1 (3-[(2-fluoro-4-iodophenyl)amino]isonicotinic acid), FC1=C(C=CC(=C1)I)NC1=C(C(=O)O)C=CN=C1 (3-[(2-fluoro-4-iodophenyl)amino]isonicotinic acid), O[C@@H](CN)C (2-(R)-hydroxypropylamine). Product: FC1=C(C=CC(=C1)I)NC1=C(C(=O)NC[C@@H](C)O)C=CN=C1 (3-[(2-fluoro-4-iodophenyl)amino]-N-[(2R)-2-hydroxypropyl]isonicotinamide). As a reaction SMILES: [F:1][C:2]1[CH:7]=[C:6]([I:8])[CH:5]=[CH:4][C:3]=1[NH:9][C:10]1[CH:18]=[N:17][CH:16]=[CH:15][C:11]=1[C:12]([OH:14])=O.[OH:19][C@H:20]([CH3:23])[CH2:21][NH2:22]>>[F:1][C:2]1[CH:7]=[C:6]([I:8])[CH:5]=[CH:4][C:3]=1[NH:9][C:10]1[CH:18]=[N:17][CH:16]=[CH:15][C:11]=1[C:12]([NH:22][CH2:21][C@H:20]([OH:19])[CH3:23])=[O:14]. Procedure: 3-[(2-fluoro-4-iodophenyl)amino]-N-[(2R)-2-hydroxypropyl]isonicotinamide was synthesized according to the procedure for General Method 1, outlined above, starting with 2 mmol of 3-[(2-fluoro-4-iodophenyl)amino]isonicotinic acid (intermediate 1) and 3 mmol of 2-(R)-hydroxypropylamine LC/MS [8.33 min; 416 (M+1)]